From a dataset of the Open Reaction Database (ORD), a public repository of structured organic reaction records. describe an organic reaction: reactants, conditions, products, and yield Reactants: N(N)C1=NC(=C(C2=CC3=C(C=C12)C3)O)O (1-Hydrazino-6,7-methylenedioxylisoquinoline), C(OCC)([O-])[O-] (ethyl orthoformate), C(CCC)O (1-butanol). Product: C1OC=2C=C3C=CN4C(C3=CC2O1)=NN=C4 (8,9-Methylenedioxy-s-triazolo-[3,4-a]-isoquinoline). Isolated yield 71.0%. RXN SMILES: [NH:1]([C:3]1[C:12]2[C:7](=[CH:8][C:9]3C[C:10]=3[CH:11]=2)[C:6](O)=[C:5](O)[N:4]=1)[NH2:2].[CH:16]([O-])([O-:20])[O:17]CC.[CH2:22](O)CCC>>[CH2:16]1[O:20][C:10]2[CH:11]=[C:12]3[C:7]([CH:6]=[CH:5][N:4]4[CH:22]=[N:2][N:1]=[C:3]43)=[CH:8][C:9]=2[O:17]1. Procedure details: 1-Hydrazino-6,7-methylenedioxylisoquinoline (25 g.) and 10 ml. of ethyl orthoformate were allowed to reflux for five hours in 70 ml. of 1-butanol.Evaporation of the solvent in vacuo and recrystallization from toluene provided the product in a yield of 71%; m.p. 267°-269°C. Procedure: 16.5 cm3 of a 15% solution of butyllithium in hexane is added at -60° C. to 5.3 g of 5-n-octyloxy pyrrolidin-2-one in solution in 200 cm3 of tetrahydrofuran. After agitation for 20 minutes at -60° C., then, while maintaining these conditions, a solution of 3.5 g of benzoyl chloride in 50 cm3 of tetrahydrofuran is added. Agitation is continued while allowing to return to ambient temperature. After concentration and chromatography on silica (eluent: toluene-ethyl acetate 8-2), 4.2 g of the product... Reaction SMILES: C([Li])CCC.[CH2:6]([O:14][CH:15]1[NH:19][C:18](=[O:20])[CH2:17][CH2:16]1)[CH2:7][CH2:8][CH2:9][CH2:10][CH2:11][CH2:12][CH3:13].[C:21](Cl)(=[O:28])[C:22]1[CH:27]=[CH:26][CH:25]=[CH:24][CH:23]=1>CCCCCC.O1CCCC1>[C:21]([N:19]1[CH:15]([O:14][CH2:6][CH2:7][CH2:8][CH2:9][CH2:10][CH2:11][CH2:12][CH3:13])[CH2:16][CH2:17][C:18]1=[O:20])(=[O:28])[C:22]1[CH:27]=[CH:26][CH:25]=[CH:24][CH:23]=1. Reaction conditions: time 20 minute. Product: C(C1=CC=CC=C1)(=O)N1C(CCC1OCCCCCCCC)=O (1-benzoyl 5-n-octyloxy pyrrolidin-2-one). The reactants are C(C1=CC=CC=C1)(=O)Cl (benzoyl chloride), solution, C(CCC)[Li] (butyllithium), C(CCCCCCC)OC1CCC(N1)=O (5-n-octyloxy pyrrolidin-2-one). Run in O1CCCC1 (tetrahydrofuran), CCCCCC (hexane), O1CCCC1 (tetrahydrofuran). RXN SMILES: [F:1][C:2]1[CH:3]=[C:4]([CH:11]=[C:12]([F:14])[CH:13]=1)[CH2:5][C@@H:6]([C:8]([OH:10])=[O:9])N.N([O-])=[O:16].[Na+]>OS(O)(=O)=O.O>[F:1][C:2]1[CH:3]=[C:4]([CH2:5][C@H:6]([OH:16])[C:8]([OH:10])=[O:9])[CH:11]=[C:12]([F:14])[CH:13]=1 |f:1.2|. Product: FC=1C=C(C=C(C1)F)C[C@@H](C(=O)O)O (3-(3,5-Difluorophenyl)-2-hydroxy-(2S)-propionic acid). Reported procedure: A suspension of 1.6 g of (S)-3,5-difluoro-phenyalanine in 5.3 ml of H2SO4 (2.5N) is admixed dropwise at 0° C. with a solution of 0.829 g of sodium nitrite in 4.2 ml of H2O. The reaction mixture is stirred for 2 hours at 0° C. and then for 17 hours at ambient temperature. The reaction mixture is extracted with 2×100 ml of AcOEt. The combined organic phases are washed with 100 ml of saturated NaCl solution in H2O. Drying gives 1.197 g of yellow crystals. The acid obtained is used without further p... Conditions: temperature 0 celsius, time 2 hour. Yield: 74.4%. Solvent: OS(=O)(=O)O (H2SO4), O (H2O). The reactants are FC=1C=C(C[C@H](N)C(=O)O)C=C(C1)F ((S)-3,5-difluoro-phenyalanine), N(=O)[O-].[Na+] (sodium nitrite). The product is O=C(O)c1cc2cc(C#Cc3ccc(-c4ccc(Cl)cc4)cn3)ccc2s1. As a reaction SMILES: [CH3:32][CH2:33][OH:34].[Cl:3][c:4]1[cH:5][cH:6][c:7](-[c:10]2[cH:11][cH:12][c:13]([C:16]#[C:17][c:18]3[cH:19][c:20]4[c:21]([s:22][c:23]([C:25](=[O:26])[O:27][CH3:28])[cH:24]4)[cH:29][cH:30]3)[n:14][cH:15]2)[cH:8][cH:9]1.[ClH:31].[Na+:2].[OH-:1]>>[Cl:3][c:4]1[cH:5][cH:6][c:7](-[c:10]2[cH:11][cH:12][c:13]([C:16]#[C:17][c:18]3[cH:19][c:20]4[c:21]([s:22][c:23]([C:25](=[O:26])[OH:27])[cH:24]4)[cH:29][cH:30]3)[n:14][cH:15]2)[cH:8][cH:9]1. Starting materials: CCO, COC(=O)c1cc2cc(C#Cc3ccc(-c4ccc(Cl)cc4)cn3)ccc2s1, Cl, [Na+], [OH-]. RXN SMILES: [CH2:3]([c:4]1[cH:5][cH:6][cH:7][cH:8][cH:9]1)[P:10](=[O:11])([O:12][CH2:13][CH3:14])[O:15][CH2:16][CH3:17].[CH3:30][N:31]([CH3:32])[CH:33]=[O:34].[ClH:29].[H-:1].[N+:18](=[O:19])([O-:20])[c:21]1[cH:22][c:23]([CH:24]=[O:25])[cH:26][cH:27][cH:28]1.[Na+:2]>>[CH:3]([c:4]1[cH:5][cH:6][cH:7][cH:8][cH:9]1)=[CH:24][c:23]1[cH:22][c:21]([N+:18](=[O:19])[O-:20])[cH:28][cH:27][cH:26]1. Reactants: CCOP(=O)(Cc1ccccc1)OCC, CN(C)C=O, Cl, [H-], O=Cc1cccc([N+](=O)[O-])c1, [Na+]. The product is O=[N+]([O-])c1cccc(C=Cc2ccccc2)c1. Reactants: COS(=O)(=O)OC (Dimethylsulphate), O1CCN(CC1)CCCCCCCCN (8-morpholinooctylamine), [OH-].[Na+] (sodium hydroxide). Run in O (water). Run at time 8 hour. Product: N1(CCOCC1)CCCCCCCCNC (N-(morpholinyloctyl),N-methylamine). As a reaction SMILES: [CH3:1]OS(OC)(=O)=O.[O:8]1[CH2:13][CH2:12][N:11]([CH2:14][CH2:15][CH2:16][CH2:17][CH2:18][CH2:19][CH2:20][CH2:21][NH2:22])[CH2:10][CH2:9]1.[OH-].[Na+]>O>[N:11]1([CH2:14][CH2:15][CH2:16][CH2:17][CH2:18][CH2:19][CH2:20][CH2:21][NH:22][CH3:1])[CH2:12][CH2:13][O:8][CH2:9][CH2:10]1 |f:2.3|. Procedure details: Dimethylsulphate (832 mg; 0.66 mmoles) was slowly added to 8-morpholinooctylamine (141 mg; 0.66 mmoles) under stirring, the temperature being kept below 70° C. throughout the addition. Stirring was continued overnight. Then the mixture was treated with sodium hydroxide solution (880 mg) in water (15 ml) and heated to boiling. After two hours, the mixture was cooled to room temperature. An oil was separated which was combined with the water layer benzene extracts: the mixture obtained was dried o... Reactants: P(=O)([O-])([O-])[O-].[K+].[K+].[K+] (potassium phosphate), O (water), C(C=C)#N (acrylonitrile), C(#N)C=1C=NC=CC1 (3-cyanopyridine). Reaction SMILES: [C:1](#N)[CH:2]=[CH2:3].[C:5]([C:7]1[CH:8]=[N:9][CH:10]=[CH:11][CH:12]=1)#N.P([O-])([O-])([O-])=[O:14].[K+].[K+].[K+].[OH2:21]>>[C:1]([OH:14])(=[O:21])[CH:2]=[CH2:3].[C:5]([OH:14])(=[O:21])[C:7]1[CH:12]=[CH:11][CH:10]=[N:9][CH:8]=1 |f:2.3.4.5|. Product: C(C=C)(=O)O (acrylic acid), C(C1=CN=CC=C1)(=O)O (nicotinic acid). Run at time 20 minute. Reported procedure: Each of the cell suspensions was added in an amount of 0.1 ml to a reaction solution comprising 50 mM acrylonitrile or 1.0 ml of 3-cyanopyridine, 0.5 ml of a 100 mM potassium phosphate buffer pH 7.8 and 0.4 ml of distilled water, and the reaction was conducted at 20° C. for 20 minutes. The reaction was terminated by the addition of 0.2 ml of 1N HCl, and the amount of acrylic acid or nicotinic acid produced was assayed by HPLC wherein the M&S Pack Cl8 column manufactured by MS Kiki, Inc., Japan w...